From a dataset of the Open Reaction Database (ORD), a public repository of structured organic reaction records. describe an organic reaction: reactants, conditions, products, and yield Starting materials: CC1=C(C(=CC=C1N)C)O (2,6-dimethyl-3-amino phenol), NC1=CC=C(C=C1)O (paraaminophenol), Cl (hydrochloric acid). Solvent: [OH-].[Na+] (NaOH), [OH-].[Na+] (NaOH). The product is C1=CC(=O)C=CC1=NC2=CC=C(C=C2)O (indophenol). Yield: 106.4%. RXN SMILES: [NH2:1][C:2]1[CH:7]=[CH:6][C:5]([OH:8])=[CH:4][CH:3]=1.C[C:10]1[C:15](N)=[CH:14][CH:13]=[C:12](C)[C:11]=1[OH:18].Cl>[OH-].[Na+]>[CH:7]1[C:2](=[N:1][C:14]2[CH:13]=[CH:12][C:11]([OH:18])=[CH:10][CH:15]=2)[CH:3]=[CH:4][C:5](=[O:8])[CH:6]=1 |f:3.4|. Procedure: A first solution is prepared by dissolving 0.02 mole (2.18 g) of paraaminophenol in 200 cm3 of a 0.1 N NaOH solution. A second solution is prepared by dissolving 0.01 mole (1.37 g) of 2,6-dimethyl-3-amino phenol also in 100 cm3 of 0.1 N NaOH solution. The two solutions are mixed and air is bubbles for 2 hours in the resulting mixture at ambient temperature. The pH of the reaction mass in then brought to 5 by addition of an aqueous hydrochloric acid solution. The reaction mass is then filtered of...